describe an organic reaction: reactants, conditions, products, and yield From a dataset of the Open Reaction Database (ORD), a public repository of structured organic reaction records. Starting materials: O=C([O-])[O-], CC(=O)O, [BH3-]C#N, CO, CC=O, Cl, [K+], [K+], COc1ccc(S(=O)(=O)N2C(=O)C(N)(c3ccccc3Cl)c3cc(Cl)ccc32)c(N)c1, [Na+]. Product: CCNc1cc(OC)ccc1S(=O)(=O)N1C(=O)C(N)(c2ccccc2Cl)c2cc(Cl)ccc21. RXN SMILES: [C:40](=[O:41])([O-:42])[O-:43].[C:48]([OH:49])(=[O:50])[CH3:51].[C:4]([BH3-:5])#[N:6].[CH3:46][OH:47].[CH:1]([CH3:2])=[O:3].[ClH:39].[K+:44].[K+:45].[NH2:8][C:9]1([c:32]2[c:33]([Cl:38])[cH:34][cH:35][cH:36][cH:37]2)[C:10](=[O:31])[N:11]([S:19](=[O:20])(=[O:21])[c:22]2[c:23]([NH2:30])[cH:24][c:25]([O:28][CH3:29])[cH:26][cH:27]2)[c:12]2[cH:13][cH:14][c:15]([Cl:18])[cH:16][c:17]21.[Na+:7]>>[CH2:1]([CH3:2])[NH:30][c:23]1[c:22]([S:19]([N:11]2[C:10](=[O:31])[C:9]([NH2:8])([c:32]3[c:33]([Cl:38])[cH:34][cH:35][cH:36][cH:37]3)[c:17]3[c:12]2[cH:13][cH:14][c:15]([Cl:18])[cH:16]3)(=[O:20])=[O:21])[cH:27][cH:26][c:25]([O:28][CH3:29])[cH:24]1. The reactants are Br.NC=1SC(=CN1)Br (2-amino-5-bromothiazole hydrobromide), C([O-])([O-])=O.[K+].[K+] (potassium carbonate), N1C=NC=C1 (imidazole). Run in CN(C)C=O (DMF). Reaction conditions: time 6 hour. Product: N1(C=NC=C1)C1=CN=C(S1)N (5-imidazol-1-yl-thiazol-2-ylamine). RXN SMILES: Br.[NH2:2][C:3]1[S:4][C:5](Br)=[CH:6][N:7]=1.C(=O)([O-])[O-].[K+].[K+].[NH:15]1[CH:19]=[CH:18][N:17]=[CH:16]1>CN(C=O)C>[N:15]1([C:5]2[S:4][C:3]([NH2:2])=[N:7][CH:6]=2)[CH:19]=[CH:18][N:17]=[CH:16]1 |f:0.1,2.3.4|. Procedure: A mixture of 2-amino-5-bromothiazole hydrobromide (0.5 g, 1.92 mmol), DMF (6 mL), potassium carbonate (1.0 g, 7.2 mmol), and imidazole (132 mg, 1.94 mmol) was stirred at room temperature for 6 h. The mixture was filtered and the filtrate evaporated to dryness in vacuo. The crude product was purified on a silica gel column (eluent: gradient from 100% methylene chloride to 100% isopropanol) to give 5-imidazol-1-yl-thiazol-2-ylamine. Yield: 0.16 g (50 The reactants are C(C)(=O)O (acetic acid), NC1=C(C=CC(=N1)NCCO)[N+](=O)[O-] (2-[(6-Amino-5-nitropyridin-2-yl)amino]ethanol), [H-].[Na+] (sodium hydride), ClC1=NC(=CC=2N1C=CN2)C2=C(C=C(C=C2)Cl)Cl (5-Chloro-7-(2,4-dichlorophenyl)imidazo[1,2-c]pyrimidine). Solvent: CN(C)C=O (DMF), CN(C)C=O (DMF), O (water). Run at temperature 0 celsius, time 10 minute. Yields the product ClC1=C(C=CC(=C1)Cl)C1=CC=2N(C(=N1)OCCNC1=CC=C(C(=N1)N)[N+](=O)[O-])C=CN2 (N6-(2-{[7-(2,4-Dichlorophenyl)imidazo[1,2-c]pyrimidin-5-yl]oxy}ethyl)-3-nitropyridine-2,6-diamine). RXN SMILES: [NH2:1][C:2]1[N:7]=[C:6]([NH:8][CH2:9][CH2:10][OH:11])[CH:5]=[CH:4][C:3]=1[N+:12]([O-:14])=[O:13].[H-].[Na+].Cl[C:18]1[N:23]2[CH:24]=[CH:25][N:26]=[C:22]2[CH:21]=[C:20]([C:27]2[CH:32]=[CH:31][C:30]([Cl:33])=[CH:29][C:28]=2[Cl:34])[N:19]=1.C(O)(=O)C>CN(C=O)C.O>[Cl:34][C:28]1[CH:29]=[C:30]([Cl:33])[CH:31]=[CH:32][C:27]=1[C:20]1[N:19]=[C:18]([O:11][CH2:10][CH2:9][NH:8][C:6]2[N:7]=[C:2]([NH2:1])[C:3]([N+:12]([O-:14])=[O:13])=[CH:4][CH:5]=2)[N:23]2[CH:24]=[CH:25][N:26]=[C:22]2[CH:21]=1 |f:1.2|. Procedure details: 2-[(6-Amino-5-nitropyridin-2-yl)amino]ethanol (Example 48A) is introduced into DMF (3 ml) at 0° C., and sodium hydride (60% oil dispersion, 15 mg, 0.4 mmol) is added. The mixture is stirred at 0° C. for 10 min. 5-Chloro-7-(2,4-dichlorophenyl)imidazo[1,2-c]pyrimidine (Example 6A) (125 mg, 0.4 mmol) in DMF (1 ml) is added dropwise, and the reaction mixture is stirred at RT for 12 h. Glacial acetic acid (200 μl) is added, and the reaction mixture is poured into water and extracted with ethyl acetat... Procedure details: The title compound was prepared by reacting the compound of Preparation 4a supra, 2-(4-methoxyphenyl)-3-(4-hydroxybenzoyl)-6-methoxybenzofuran (10 g, 26.7 mmol) which is dissolved in 200 ml of N,N-dimethylformamide with an equimolar amount of 2-(N,N-diethylamino)ethyl chloride (6.4 g, 32 mmol) and potassium carbonate (11.06 g, 80.2 mmol). The mixture was heated to 100° C. and was maintained at that temperature for about two hours. The reaction mixture was then cooled to room temperature and main... The product is COC1=CC=C(C=C1)C=1OC2=C(C1C(C1=CC=C(C=C1)OCCN(CC)CC)=O)C=CC(=C2)OC (2-(4-methoxyphenyl)-3-[4-[2-(diethylamino)ethoxy]benzoyl]-6-methoxybenzofuran). Conditions: temperature 100 celsius. Solvent: CN(C=O)C (N,N-dimethylformamide). RXN SMILES: [CH3:1][O:2][C:3]1[CH:8]=[CH:7][C:6]([C:9]2[O:10][C:11]3[CH:26]=[C:25]([O:27][CH3:28])[CH:24]=[CH:23][C:12]=3[C:13]=2[C:14](=[O:22])[C:15]2[CH:20]=[CH:19][C:18]([OH:21])=[CH:17][CH:16]=2)=[CH:5][CH:4]=1.[CH2:29]([N:31]([CH2:34][CH2:35]Cl)[CH2:32][CH3:33])[CH3:30].C(=O)([O-])[O-].[K+].[K+]>CN(C)C=O>[CH3:1][O:2][C:3]1[CH:8]=[CH:7][C:6]([C:9]2[O:10][C:11]3[CH:26]=[C:25]([O:27][CH3:28])[CH:24]=[CH:23][C:12]=3[C:13]=2[C:14](=[O:22])[C:15]2[CH:20]=[CH:19][C:18]([O:21][CH2:30][CH2:29][N:31]([CH2:34][CH3:35])[CH2:32][CH3:33])=[CH:17][CH:16]=2)=[CH:5][CH:4]=1 |f:2.3.4|. The reactants are 4a, COC1=CC=C(C=C1)C=1OC2=C(C1C(C1=CC=C(C=C1)O)=O)C=CC(=C2)OC (2-(4-methoxyphenyl)-3-(4-hydroxybenzoyl)-6-methoxybenzofuran), C(C)N(CC)CCCl (2-(N,N-diethylamino)ethyl chloride), C([O-])([O-])=O.[K+].[K+] (potassium carbonate). Starting materials: C(=O)(Cl)Cl (phosgene), NC1=C(C=CC=C1)O (aminophenol), C(C)(=O)OCC (ethyl acetate). Run in C1(=CC=CC=C1)C (toluene). Reaction conditions: temperature 0 celsius, time 30 minute. Yields the product N(=C=O)C1=CC=C(C=C1)O (4-isocyanato-phenol), solution. As a reaction SMILES: [C:1](Cl)(Cl)=[O:2].[NH2:5][C:6]1[CH:11]=[CH:10]C=[CH:8][C:7]=1O.[C:13](OCC)(=[O:15])C>C1(C)C=CC=CC=1>[N:5]([C:6]1[CH:11]=[CH:10][C:1]([OH:2])=[CH:8][CH:7]=1)=[C:13]=[O:15]. Procedure: To a stirred solution of phosgene (20% in Toluene, 24 mL, 45.9 mmol) (Aldrich) in ethyl acetate (25 mL) at 0° C. was added aminophenol (0.5 g, 4.59 mmol) (Aldrich). The reaction mixture was stirred at 0° C. for 30 minutes and then heated at 80° C. for 3 hours. The mixture was cooling down to room temperature to give crude 4-isocyanato-phenol as 0.18 M solution in toluene and used for the next step without further purification. Reactants: ClC=1C(=NOC1C)C (4-chloro-3,5-dimethyl isoxazole), NCCCCN (tetramethylenediamine), C(=O)=O (carbon dioxide), C(CCC)[Li] (n-butyl lithium). Solvent: C(C)OCC (diethyl ether), O (water), C1CCOC1 (THF), CCCCCC (hexane). Reaction conditions: time 2 hour. Product: CC1=NOC(=C1Cl)CC(=O)O (3-methyl-4-chloro-isoxazole-5-yl acetic acid). RXN SMILES: [Cl:1][C:2]1[C:3]([CH3:8])=[N:4][O:5][C:6]=1[CH3:7].NCCCCN.C([Li])CCC.[C:20](=[O:22])=[O:21]>CCCCCC.C(OCC)C.O.C1COCC1>[CH3:8][C:3]1[C:2]([Cl:1])=[C:6]([CH2:7][C:20]([OH:22])=[O:21])[O:5][N:4]=1. Procedure: A mixture of 12 g of 4-chloro-3,5-dimethyl isoxazole (prepared by chlorination of 3,5-dimethyl-isoxazole in acetic acid at 50° C) in freshly distilled THF and 13.8 ml of tetramethylenediamine in a 3-necked vessel was reacted under a nitrogen atmosphere with 50 ml of a 20% n-butyl lithium solution in hexane at -70° C and the mixture was stirred for 2 hours. A stream of carbon dioxide was passed therethrough for an hour and then water and diethyl ether were added thereto. The aqueous layer was ext... Reactants: O1C(COCCOCCOCC1)CO (1,4,7,10-tetraoxacyclo-dodecane-2-methanol), C1(=CC=C(C=C1)S(=O)(=O)Cl)C (p-toluenesulphonyl chloride). Run in N1=CC=CC=C1 (pyridine). Product: C1(=CC=C(C=C1)S(=O)(=O)OCC1OCCOCCOCCOC1)C (1,4,7,10-tetraoxacyclododecane-2-methanol p-toluenesulphonate). Isolated yield 91.6%. RXN SMILES: [O:1]1[CH2:12][CH2:11][O:10][CH2:9][CH2:8][O:7][CH2:6][CH2:5][O:4][CH2:3][CH:2]1[CH2:13][OH:14].[C:15]1([CH3:25])[CH:20]=[CH:19][C:18]([S:21](Cl)(=[O:23])=[O:22])=[CH:17][CH:16]=1>N1C=CC=CC=1>[C:15]1([CH3:25])[CH:20]=[CH:19][C:18]([S:21]([O:14][CH2:13][CH:2]2[CH2:3][O:4][CH2:5][CH2:6][O:7][CH2:8][CH2:9][O:10][CH2:11][CH2:12][O:1]2)(=[O:23])=[O:22])=[CH:17][CH:16]=1. Reported procedure: Reaction in pyridine (13 ml) of 1,4,7,10-tetraoxacyclo-dodecane-2-methanol (5 g) with p-toluenesulphonyl chloride (5 g) produces 1,4,7,10-tetraoxacyclododecane-2-methanol p-toluenesulphonate (8 g; m.p. 49°-51° C. from diethyl ether). Subsequent reaction with diethyl malonate (3.36 ml) and potassium tert-butoxide (3.47 g) in N-methyl pyrrolidone (30 ml) yields [(1,4,7,10-tetraoxacyclododecane-2-yl)methyl]-malonate diethyl ester as a viscous oil that is treated with aqueous lithium hydroxide 0.8 g...